Dataset: the Open Reaction Database (ORD), a public repository of structured organic reaction records. Task: describe an organic reaction: reactants, conditions, products, and yield As a reaction SMILES: [CH3:1][O:2][C:3]1[CH:12]=[C:11]2[C:6]([CH2:7][CH2:8][CH2:9][CH:10]2N2CCNCC2)=[CH:5][CH:4]=1.FC1C=CC(CC(O)=[O:28])=CC=1.S(Cl)(Cl)=O>C(Cl)Cl>[OH:28][CH:10]1[C:11]2[C:6](=[CH:5][CH:4]=[C:3]([O:2][CH3:1])[CH:12]=2)[CH2:7][CH2:8][CH2:9]1. Yield: 129.0%. The solvent is C(Cl)Cl (methylene chloride). Yields the product OC1CCCC2=CC=C(C=C12)OC (1-Hydroxy-7-methoxy-1,2,3,4-tetrahydronaphthalene). Starting materials: COC1=CC=C2CCCC(C2=C1)N1CCNCC1 (7-Methoxy-1-(piperazin-1-yl)-1,2,3,4-tetrahydronaphthalene), acid chloride, FC1=CC=C(C=C1)CC(=O)O (4-fluorophenylacetic acid), S(=O)(Cl)Cl (thionyl chloride). Procedure: 7-Methoxy-1-(piperazin-1-yl)-1,2,3,4-tetrahydronaphthalene (0.6 g) was reacted in methylene chloride for 2 hr with an acid chloride prepared from 4-fluorophenylacetic acid (0.44 g) and thionyl chloride (0.21 ml) Then the liquid reaction mixture was partitioned between methylene chloride and water, extracted with methylene chloride, dried and concentrated under reduced pressure. The resulting residue was purified by silica gel column chromatography (toluene/acetone system) to give the title compo... Starting materials: ClC1=NC=NC2=C1N(CC2)C (4-chloro5-methyl-7H-pyrrolopyrimidine), NC=1C=C(C=CC1)C#C (m-aminophenyl acetylene). Solvent: CO (methanol). Reaction conditions: temperature 125 celsius. Yields the product Cl.C(#C)C=1C=C(C=CC1)NC=1C2=C(N=CN1)NC=C2C ((3-Ethynyl-phenyl)-(5-methyl-7H-pyrrolo[2,3-d]pyrimidin-4-yl)-amine Hydrochloride). Yield: 77.3%. RXN SMILES: [Cl:1][C:2]1[C:7]2N(C)CC[C:6]=2[N:5]=[CH:4][N:3]=1.[NH2:12][C:13]1[CH:14]=[C:15]([C:19]#[CH:20])[CH:16]=[CH:17][CH:18]=1>CO>[ClH:1].[C:19]([C:15]1[CH:14]=[C:13]([NH:12][C:6]2[C:7]3[C:7]([CH3:6])=[CH:2][NH:3][C:2]=3[N:3]=[CH:4][N:5]=2)[CH:18]=[CH:17][CH:16]=1)#[CH:20] |f:3.4|. Procedure: To 4-chloro5-methyl-7H-pyrrolopyrimidine (0.17 g, 1.0 mmol) in dry methanol (3 ml) was added m-aminophenyl acetylene (0.14 g, 1.2 mmol). The suspension was heated in a sealed pressure tube at 125° C. for 18 hours. The reaction mixture was cooled to ambient temperature, and concentrated in vacuo. The resulting residue was purified by flash chromatography on silica gel (15 g,40 mm mesh) using 5% methanol/methylene chloride to afford the title compound as a yellow solid (0.11 g, 43%). TS-MS: 249 (M... Reported procedure: To 20 ml dioxane, was dissolved methyl 2,4-dichloro-3-(4-methylisoxazol-5-yl)benzoate in an amount of 0.83 g, and the resulting solution was then added with concentrated sulfuric acid in an amount of 5 ml and subsequently stirred for 15.5 hours under reflux and heating. After cooling the mixture, dioxane therein was distillated out, and the mixture was then extracted with ethyl acetate. The organic layer obtained was washed with saturated saline solution, then dried with anhydrous magnesium sulf... Starting materials: ClC1=C(C(=O)OC)C=CC(=C1C1=C(C=NO1)C)Cl (methyl 2,4-dichloro-3-(4-methylisoxazol-5-yl)benzoate), S(O)(O)(=O)=O (sulfuric acid). RXN SMILES: [Cl:1][C:2]1[C:11]([C:12]2[O:16][N:15]=[CH:14][C:13]=2[CH3:17])=[C:10]([Cl:18])[CH:9]=[CH:8][C:3]=1[C:4]([O:6]C)=[O:5].S(=O)(=O)(O)O>O1CCOCC1>[Cl:1][C:2]1[C:11]([C:12]2[O:16][N:15]=[CH:14][C:13]=2[CH3:17])=[C:10]([Cl:18])[CH:9]=[CH:8][C:3]=1[C:4]([OH:6])=[O:5]. Run at time 15.5 hour. Product: ClC1=C(C(=O)O)C=CC(=C1C1=C(C=NO1)C)Cl (2,4-dichloro-3-(4-methylisoxazol-5-yl)benzoic acid). Solvent: O1CCOCC1 (dioxane), O1CCOCC1 (dioxane). Reactants: C1(=CC=CC=C1)C=1NC2=C(N1)C=CC=C2 (2-phenylbenzimidazole), [H-].[Na+] (sodium hydride), BrCCC(CCC=C(C)C)C ((±) 1-bromo-3,7-dimethyl-6-octene). Run in O1CCCC1 (tetrahydrofuran), CN(C=O)C (dimethylformamide), O1CCCC1 (tetrahydrofuran). Product: CC(CCN1C(=NC2=C1C=CC=C2)C2=CC=CC=C2)CCC=C(C)C ((±)1-(3,7-dimethyl-6-octen-1-yl)-2-phenylbenzimidazole). Reaction SMILES: [C:1]1([C:7]2[NH:8][C:9]3[CH:15]=[CH:14][CH:13]=[CH:12][C:10]=3[N:11]=2)[CH:6]=[CH:5][CH:4]=[CH:3][CH:2]=1.[H-].[Na+].Br[CH2:19][CH2:20][CH:21]([CH3:28])[CH2:22][CH2:23][CH:24]=[C:25]([CH3:27])[CH3:26]>O1CCCC1.CN(C)C=O>[CH3:28][CH:21]([CH2:22][CH2:23][CH:24]=[C:25]([CH3:27])[CH3:26])[CH2:20][CH2:19][N:11]1[C:10]2[CH:12]=[CH:13][CH:14]=[CH:15][C:9]=2[N:8]=[C:7]1[C:1]1[CH:2]=[CH:3][CH:4]=[CH:5][CH:6]=1 |f:1.2|. Reported procedure: In a flask equipped with a stirrer, condenser and nitrogen inlet tube, there is added 90 ml. of anhydrous tetrahydrofuran, 30 ml. of anhydrous dimethylformamide and 9.7 g. (0.05 mole) of 2-phenylbenzimidazole. The resulting system is then blanketed with nitrogen, stirring is initiated and 2.2 g. (0.053 mole) of 57% sodium hydride mineral oil dispersion is added in one portion. The mixture is then heated to 50° for about 2 hours. After cooling to room temperature, a solution of 12.0 g. (0.053 mol...